This data is from the Open Reaction Database (ORD), a public repository of structured organic reaction records. The task is: describe an organic reaction: reactants, conditions, products, and yield Starting materials: Cl.CN(CCC(=O)C1=CC(=CC=C1)C(F)(F)F)C (3-dimethylamino-1-(3-trifluoromethyl-phenyl)-propan-1-one hydrochloride), COC(\C=C(\C)/N)=O (3-aminocrotonic acid methyl ester). Run in CC(=O)O (AcOH). Yields the product COC(C1=C(N=C(C=C1)C1=CC(=CC=C1)C(F)(F)F)C)=O (2-Methyl-6-(3-trifluoromethyl-phenyl)-nicotinic acid methyl ester). RXN SMILES: Cl.CN(C)[CH2:4][CH2:5][C:6]([C:8]1[CH:13]=[CH:12][CH:11]=[C:10]([C:14]([F:17])([F:16])[F:15])[CH:9]=1)=O.[CH3:19][O:20][C:21](=[O:26])/[CH:22]=[C:23](\[NH2:25])/[CH3:24]>CC(O)=O>[CH3:19][O:20][C:21](=[O:26])[C:22]1[CH:4]=[CH:5][C:6]([C:8]2[CH:13]=[CH:12][CH:11]=[C:10]([C:14]([F:15])([F:16])[F:17])[CH:9]=2)=[N:25][C:23]=1[CH3:24] |f:0.1|. Procedure details: 5.57 g (19.76 mmol) of the above prepared 3-dimethylamino-1-(3-trifluoromethyl-phenyl)-propan-1-one hydrochloride and 2.28 g (1.00 eq.) of 3-aminocrotonic acid methyl ester were dissolved in 60 ml of AcOH and heated to reflux for 4 h. After cooling, the bulk of the solvent was evaporated i. V., the residue dissolved in AcOEt and washed with water and brine. Drying over sodium sulfate, evaporation of the solvents and flash chromatography (SiO2, hexane/AcOEt=89/11) delivered finally 2.00 g of the ... The reactants are [Se] (selenium), BrC=1SC(=CC1)Br (2,5-dibromothiophene), BrC=1C2=CC=CC=C2C(=C2C=CC=CC12)Br (9,10-dibromoanthracene), S1C(=CC=C1)C=1SC=CC1 (2,2′-bithiophene), BrC1=CC=C(C2=NSN=C21)Br (4,7-dibromo-2,1,3-benzothiadiazole), Heterocyclic, BrC1=C2N=C(C(=NC2=C(C=C1)Br)C1=CC=CC=C1)C1=CC=CC=C1 (5,8-dibromo-2,3-diphenylquinoxaline), N=1SN=C2C1C=CC=C2 (2,1,3-benzothiadiazole), BrC1=CC=C(C2=CC=CC=C12)Br (1,4-Dibromonaphthalene). Product: BrC1=CC=C(S1)C=1SC(=CC1)Br (5,5′-dibromo-2,2′-bithiophene), BrC1=CC=C(C2=NSN=C21)Br (4,7-dibromo-2,1,3-benzothiadiazole), BrC=1C(=C(C(=CC1)Br)N)N (3,6-Dibromo-1,2-phenylenediamine). As a reaction SMILES: [Br:1][C:2]1C2C(=CC=CC=2)[C:5](Br)=[CH:4][CH:3]=1.Br[C:14]1[S:15][C:16]([Br:19])=[CH:17][CH:18]=1.BrC1C2C(C(Br)=C3C=1C=CC=C3)=CC=CC=2.[S:36]1C=CC=C1C1SC=CC=1.N1SN=C2C=CC=CC=12.[Br:55][C:56]1[C:64]2[C:60](=[N:61][S:62][N:63]=2)[C:59]([Br:65])=[CH:58][CH:57]=1.[Se].[Br:67][C:68]1[CH:77]=[CH:76][C:75]([Br:78])=[C:74]2[C:69]=1[N:70]=C(C1C=CC=CC=1)C(C1C=CC=CC=1)=[N:73]2>>[Br:19][C:16]1[S:15][C:14]([C:5]2[S:36][C:2]([Br:1])=[CH:3][CH:4]=2)=[CH:18][CH:17]=1.[Br:65][C:59]1[C:60]2[C:64](=[N:63][S:62][N:61]=2)[C:56]([Br:55])=[CH:57][CH:58]=1.[Br:67][C:68]1[C:69]([NH2:70])=[C:74]([NH2:73])[C:75]([Br:78])=[CH:76][CH:77]=1 |^3:65|. Procedure details: 1,4-Dibromonaphthalene (M-16), 2,5-dibromothiophene (M-11), and 9,10-dibromoanthracene (M-18) are available commercially from Acros Organics, a division of Fisher Scientific Co. or Aldrich Chemicals. 5,5′-dibromo-2,2′-bithiophene (M-12) is prepared by bromination of 2,2′-bithiophene, as reported by R. M. Kellogg, A. P. Schaap, and H. Wynberg in Journal of Organic Chemistry, Vol. 34, pp. 343-346 (1969). 4,7-dibromo-2,1,3-benzothiadiazole (M-15) is prepared by bromination of 2,1,3-benzothiadiazole... The reactants are CC(C)(C)c1cc(N2CCN(CCCCl)CC2)nc(C(C)(C)C)n1, Cc1nnc(S)n1C, CN(C)C=O, CCOC(C)=O, [I-], [K+], [Li+], [OH-], O. The product is Cc1nnc(SCCCN2CCN(c3cc(C(C)(C)C)nc(C(C)(C)C)n3)CC2)n1C, Cl. Reaction SMILES: [C:1]([CH3:2])([CH3:3])([CH3:4])[c:5]1[n:6][c:7]([C:21]([CH3:22])([CH3:23])[CH3:24])[cH:8][c:9]([N:11]2[CH2:12][CH2:13][N:14]([CH2:17][CH2:18][CH2:19][Cl:20])[CH2:15][CH2:16]2)[n:10]1.[CH3:25][n:26]1[c:27]([SH:32])[n:28][n:29][c:30]1[CH3:31].[CH3:37][N:38]([CH3:39])[CH:40]=[O:41].[CH3:42][CH2:43][O:44][C:45](=[O:46])[CH3:47].[I-:36].[K+:35].[Li+:33].[OH-:34].[OH2:48]>>[C:1]([CH3:2])([CH3:3])([CH3:4])[c:5]1[n:6][c:7]([C:21]([CH3:22])([CH3:23])[CH3:24])[cH:8][c:9]([N:11]2[CH2:12][CH2:13][N:14]([CH2:17][CH2:18][CH2:19][S:32][c:27]3[n:26]([CH3:25])[c:30]([CH3:31])[n:29][n:28]3)[CH2:15][CH2:16]2)[n:10]1.[ClH:20].